Dataset: the Open Reaction Database (ORD), a public repository of structured organic reaction records. Task: describe an organic reaction: reactants, conditions, products, and yield Reactants: CN(C)C=O (DMF), C[Si](C)(C)C#C ((trimethylsilyl)acetylene), BrC1=C(SC2=C1C=CC(=C2)[N+](=O)[O-])C(=O)OCC (Ethyl 3-bromo-6-nitro-1-benzothiophene-2-carboxylate). The reagents and catalysts are C1([P]([Pd][P](C2=CC=CC=C2)(C3=CC=CC=C3)C4=CC=CC=C4)(C5=CC=CC=C5)C6=CC=CC=C6)=CC=CC=C1 (bis(triphenylphosphine)palladium), [Cu]I (copper (I) iodide). The solvent is C(C)N(CC)CC (triethylamine). Reaction conditions: temperature 80 celsius, time 1 hour. Product: [N+](=O)([O-])C1=CC2=C(C(=C(S2)C(=O)OCC)C#C[Si](C)(C)C)C=C1 (Ethyl 6-nitro-3-[(trimethylsilyl)ethynyl]-1-benzothiophene-2-carboxylate). Reaction SMILES: CN(C=O)C.[CH3:6][Si:7]([C:10]#[CH:11])([CH3:9])[CH3:8].Br[C:13]1[C:17]2[CH:18]=[CH:19][C:20]([N+:22]([O-:24])=[O:23])=[CH:21][C:16]=2[S:15][C:14]=1[C:25]([O:27][CH2:28][CH3:29])=[O:26]>C1(C=CC=CC=1)[P](C1C=CC=CC=1)(C1C=CC=CC=1)[Pd][P](C1C=CC=CC=1)(C1C=CC=CC=1)C1C=CC=CC=1.[Cu]I.C(N(CC)CC)C>[N+:22]([C:20]1[CH:19]=[CH:18][C:17]2[C:13]([C:11]#[C:10][Si:7]([CH3:9])([CH3:8])[CH3:6])=[C:14]([C:25]([O:27][CH2:28][CH3:29])=[O:26])[S:15][C:16]=2[CH:21]=1)([O-:24])=[O:23] |^1:35,49|. Procedure: DMF (20 ml), (trimethylsilyl)acetylene (5 ml), triethylamine (10 ml) and bis(triphenylphosphine)palladium (II) dichloride (420 mg, 0.6 mmol) were added to ethyl 3-bromo-6-nitro-1-benzothiophene-2-carboxylate obtained in Example (183b) (794 mg, 2.41 mmol) and copper (I) iodide (12 mg, 0.63 mmol), and the mixture was stirred at 80° C. for one hour. The reaction solution was concentrated under reduced pressure, diluted with ethyl acetate, washed with dilute hydrochloric acid and brine, and dried ov... Reported procedure: A flask was charged with (4-fluorophenyl)hydrazine hydrochloride (50.9 g, 313 mmol), EtOH (320 mL) and 2-(ethoxymethylene)malononitrile (40.1 g, 329 mmol). The stirred suspension was treated with TEA (45.8 mL, 329 mmol). After about 10 min the mixture was warmed in an oil bath heated to about 80° C. for about 1.5 h. The mixture was allowed to cool and stir overnight at rt. The solvent was removed under reduced pressure then the material was stirred with water (300 mL). After about 30 min the sol... Run in CCO (EtOH). Isolated yield 88.8%. Run at temperature 80 celsius, time 8 hour. Starting materials: Cl.FC1=CC=C(C=C1)NN ((4-fluorophenyl)hydrazine hydrochloride), C(C)OC=C(C#N)C#N (2-(ethoxymethylene)malononitrile), TEA. The product is NC1=C(C=NN1C1=CC=C(C=C1)F)C#N (5-amino-1-(4-fluorophenyl)-1H-pyrazole-4-carbonitrile). Reaction SMILES: Cl.[F:2][C:3]1[CH:8]=[CH:7][C:6]([NH:9][NH2:10])=[CH:5][CH:4]=1.C(O[CH:14]=[C:15]([C:18]#[N:19])[C:16]#[N:17])C>CCO>[NH2:19][C:18]1[N:9]([C:6]2[CH:7]=[CH:8][C:3]([F:2])=[CH:4][CH:5]=2)[N:10]=[CH:14][C:15]=1[C:16]#[N:17] |f:0.1|. The reactants are CC(=O)c1ocnc1C, CCOC(=O)C(=O)OCC, CC[O-], [Na+]. Product: CCOC(=O)C(=O)CC(=O)c1ocnc1C. Reaction SMILES: [C:11]([CH3:12])(=[O:13])[c:14]1[c:15]([CH3:19])[n:16][cH:17][o:18]1.[C:1]([C:2]([O:4][CH2:3][CH3:5])=[O:6])(=[O:7])[O:8][CH2:9][CH3:10].[CH3:21][CH2:22][O-:23].[Na+:20]>>[C:1]([C:2](=[O:4])[CH2:12][C:11](=[O:13])[c:14]1[c:15]([CH3:19])[n:16][cH:17][o:18]1)(=[O:7])[O:8][CH2:9][CH3:10]. The reactants are BrC1=CC=C2C=CNC2=C1 (6-bromoindole), [H-].[Na+] (NaH), C(C=C)Br (allyl bromide), [H][H] (hydrogen). The solvent is CN(C)C=O (DMF). Run at time 2 hour. Product: C(C=C)N1C=CC2=CC=C(C=C12)Br (1-allyl-6-bromo-1H-indole). The yield is 98.0%. RXN SMILES: [Br:1][C:2]1[CH:10]=[C:9]2[C:5]([CH:6]=[CH:7][NH:8]2)=[CH:4][CH:3]=1.[H-].[Na+].[H][H].[CH2:15](Br)[CH:16]=[CH2:17]>CN(C=O)C>[CH2:17]([N:8]1[C:9]2[C:5](=[CH:4][CH:3]=[C:2]([Br:1])[CH:10]=2)[CH:6]=[CH:7]1)[CH:16]=[CH2:15] |f:1.2|. Reported procedure: To a room temperature solution of 10.0 g (51.0 mmol) of 6-bromoindole in DMF was added 1.4 g (58.0 mmol) of 60% NaH in mineral oil. Once evolution of hydrogen ceased, allyl bromide was added. After 2 hours, the reaction was quenched with water and was extracted with ethyl acetate. The combined organic layers were washed with brine, dried over sodium sulfate, and concentrated in vacuo to afford 11.8 g (98%) of 1-allyl-6-bromo-1H-indole. MS m/z 237.11 (MH+). Yields the product N1=C(C=CC=C1)C=1N=NN(N1)C=1C=C(C#N)C=CC1 (3-(5-pyridin-2-yl-2H-tetrazol-2-yl)benzonitrile). Procedure: By following the procedure described in EXAMPLE 1 for the synthesis of 2-[2-(3-chlorophenyl)-2H-tetrazol-5-yl]pyridine, except that 3-amino benzonitrile (709 mg, 6.0 mmol) and 2-pyridyl carboxaldehyde (642 mg, 6.0 mmol) were employed, 3-(5-pyridin-2-yl-2H-tetrazol-2-yl)benzonitrile was obtained as an orange solid. Reaction SMILES: Cl[C:2]1[CH:3]=[C:4]([N:8]2[N:12]=[N:11][C:10]([C:13]3[CH:18]=[CH:17][CH:16]=[CH:15][N:14]=3)=[N:9]2)[CH:5]=[CH:6][CH:7]=1.[NH2:19][C:20]1C=C(C=CC=1)C#N.C1C=C(C=O)N=CC=1>>[N:14]1[CH:15]=[CH:16][CH:17]=[CH:18][C:13]=1[C:10]1[N:11]=[N:12][N:8]([C:4]2[CH:3]=[C:2]([CH:7]=[CH:6][CH:5]=2)[C:20]#[N:19])[N:9]=1. Reactants: ClC=1C=C(C=CC1)N1N=C(N=N1)C1=NC=CC=C1 (2-[2-(3-chlorophenyl)-2H-tetrazol-5-yl]pyridine), NC=1C=C(C#N)C=CC1 (3-amino benzonitrile), C1=CC=NC(=C1)C=O (2-pyridyl carboxaldehyde). Starting materials: esters, FC(C=1C=C(CN2C(CCCC2)C(=O)N[C@@H](C)C2=CC=C(C(=O)OC)C=C2)C=CC1)(F)F (methyl 4-((1S)-1-(1-(3-(trifluoromethyl)benzyl)piperidine-2-carboxamido)ethyl)benzoate), O[Li].O (LiOH H2O). Yields the product FC(C=1C=C(CN2C(CCCC2)C(=O)N[C@@H](C)C2=CC=C(C(=O)[O-])C=C2)C=CC1)(F)F.[Li+] (lithium 4-((1S)-1-(1-(3-(trifluoromethyl)benzyl)piperidine-2-carboxamido)ethyl)benzoate). As a reaction SMILES: [F:1][C:2]([F:32])([F:31])[C:3]1[CH:4]=[C:5]([CH:28]=[CH:29][CH:30]=1)[CH2:6][N:7]1[CH2:12][CH2:11][CH2:10][CH2:9][CH:8]1[C:13]([NH:15][C@H:16]([C:18]1[CH:27]=[CH:26][C:21]([C:22]([O:24]C)=[O:23])=[CH:20][CH:19]=1)[CH3:17])=[O:14].O[Li:34].O>>[F:31][C:2]([F:1])([F:32])[C:3]1[CH:4]=[C:5]([CH:28]=[CH:29][CH:30]=1)[CH2:6][N:7]1[CH2:12][CH2:11][CH2:10][CH2:9][CH:8]1[C:13]([NH:15][C@H:16]([C:18]1[CH:19]=[CH:20][C:21]([C:22]([O-:24])=[O:23])=[CH:26][CH:27]=1)[CH3:17])=[O:14].[Li+:34] |f:1.2,3.4|. Reported procedure: The title compound (E4) (20 mg) was prepared according to the general procedure for esters hydrolysis starting from methyl 4-((1S)-1-(1-(3-(trifluoromethyl)benzyl)piperidine-2-carboxamido)ethyl)benzoate (D21) (45 mg). (LiOH H2O: 1.75 eq; reaction time: 3 hrs) Reactants: COC=1C=C(C=CC1C(=O)OC)NNC(=O)OC(C)(C)C (tert-butyl 2-(3-methoxy-4-(methoxycarbonyl)phenyl)hydrazinecarboxylate), COC=1C=C(C=CC1C(=O)OC)NNC(=O)OC(C)(C)C (tert-butyl 2-(3-methoxy-4-(methoxycarbonyl)phenyl)hydrazinecarboxylate), ClC1=C(C(=O)N=C=O)C=C(C=C1)S(NC1CC1)(=O)=O (2-chloro-5-(N-cyclopropylsulfamoyl)benzoyl isocyanate). The solvent is C(Cl)Cl (DCM). Conditions: time 2 hour. Yields the product ClC1=C(C(=O)NC(=O)N(NC(=O)OC(C)(C)C)C2=CC(=C(C=C2)C(=O)OC)OC)C=C(C=C1)S(NC1CC1)(=O)=O (tert-butyl 2-((2-chloro-5-(N-cyclopropylsulfamoyl)benzoyl)carbamoyl)-2-(3-methoxy-4-(methoxycarbonyl)phenyl)hydrazinecarboxylate). Yield: 16.5%. As a reaction SMILES: [CH3:1][O:2][C:3]1[CH:4]=[C:5]([NH:13][NH:14][C:15]([O:17][C:18]([CH3:21])([CH3:20])[CH3:19])=[O:16])[CH:6]=[CH:7][C:8]=1[C:9]([O:11][CH3:12])=[O:10].[Cl:22][C:23]1[CH:33]=[CH:32][C:31]([S:34](=[O:40])(=[O:39])[NH:35][CH:36]2[CH2:38][CH2:37]2)=[CH:30][C:24]=1[C:25]([N:27]=[C:28]=[O:29])=[O:26]>C(Cl)Cl>[Cl:22][C:23]1[CH:33]=[CH:32][C:31]([S:34](=[O:40])(=[O:39])[NH:35][CH:36]2[CH2:38][CH2:37]2)=[CH:30][C:24]=1[C:25]([NH:27][C:28]([N:13]([C:5]1[CH:6]=[CH:7][C:8]([C:9]([O:11][CH3:12])=[O:10])=[C:3]([O:2][CH3:1])[CH:4]=1)[NH:14][C:15]([O:17][C:18]([CH3:21])([CH3:20])[CH3:19])=[O:16])=[O:29])=[O:26]. Procedure: To a solution of tert-butyl 2-(3-methoxy-4-(methoxycarbonyl)phenyl)hydrazinecarboxylate (Intermediate 14, 1.5 g, 5.08 mmol) in DCM (20 mL) was added 2-chloro-5-(N-cyclopropylsulfamoyl)benzoyl isocyanate (1.6 g, 5.32 mmol). The reaction mass was stirred at RT for 2 h. Excess of solvent was removed under vacuum to afford 0.500 g of desired product. 1H NMR (300 MHz, DMSO d6): δ 0.50 (m, 4H), 1.41 (s, 9H), 2.11 (m, 1H), 3.68-3.75 (m, 6H), 7.59 (d, J=8.7 Hz, 1H), 7.78-7.87 (m, 4H), 8.10 (m, 2H), 8.27... Starting materials: COC[C@H]1[C@@]([C@H]1/C=C/C(=C/C(=O)O)/C)(C1=CC(=CC(=C1)C(C)C)C(C)C)C ((+)-(1S, 2R, 3R)-5-[3-Methoxymethyl-2-methyl-2-(3,5-diisopropyl-phenyl)-cyclopropyl]-3-methyl-penta-2E,4E-dienoic acid), COC[C@@H]1[C@]([C@@H]1/C=C/C(=C/C(=O)OCC)/C)(C1=CC(=CC(=C1)C(C)C)C(C)C)C (Ethyl (−)-(1R, 2S, 3S)-5-[3-methoxymethyl-2-methyl-2-(3,5-diisopropyl-phenyl)-cyclopropyl]-3-methyl-penta-2E,4E-dienoate). Reaction SMILES: [CH3:1][O:2][CH2:3][C@@H:4]1[C@H:6](/[CH:7]=[CH:8]/[C:9](/[CH3:14])=[CH:10]/[C:11]([OH:13])=[O:12])[C@@:5]1([CH3:27])[C:15]1[CH:20]=[C:19]([CH:21]([CH3:23])[CH3:22])[CH:18]=[C:17]([CH:24]([CH3:26])[CH3:25])[CH:16]=1.COC[C@H]1[C@@H](/C=C/C(/C)=C/C(OCC)=O)[C@]1(C)C1C=C(C(C)C)C=C(C(C)C)C=1>>[CH3:1][O:2][CH2:3][C@H:4]1[C@@H:6](/[CH:7]=[CH:8]/[C:9](/[CH3:14])=[CH:10]/[C:11]([OH:13])=[O:12])[C@:5]1([CH3:27])[C:15]1[CH:16]=[C:17]([CH:24]([CH3:25])[CH3:26])[CH:18]=[C:19]([CH:21]([CH3:23])[CH3:22])[CH:20]=1. Isolated yield 73.0%. Yields the product COC[C@@H]1[C@]([C@@H]1/C=C/C(=C/C(=O)O)/C)(C1=CC(=CC(=C1)C(C)C)C(C)C)C ((−)-(1R, 2S, 3S)-5-[3-Methoxymethyl-2-methyl-2-(3,5-diisopropyl-phenyl)-cyclopropyl]-3-methyl-penta-2E,4E-dienoic acid). Procedure: Following a procedure similar to that for the preparation of Compound 28 but using Compound 25 as the starting material afforded the title compound (10 mg, 73% yield) as a white solid: Reactants: O=c1cc(OCc2ccccc2)ccn1CCc1ccc(CN2CCCC2)cc1, CO. The product is O=c1cc(O)ccn1CCc1ccc(CN2CCCC2)cc1. RXN SMILES: [CH2:1]([c:2]1[cH:3][cH:4][cH:5][cH:6][cH:7]1)[O:8][c:9]1[cH:10][c:11](=[O:29])[n:12]([CH2:15][CH2:16][c:17]2[cH:18][cH:19][c:20]([CH2:23][N:24]3[CH2:25][CH2:26][CH2:27][CH2:28]3)[cH:21][cH:22]2)[cH:13][cH:14]1.[CH3:30][OH:31]>>[OH:8][c:9]1[cH:10][c:11](=[O:29])[n:12]([CH2:15][CH2:16][c:17]2[cH:18][cH:19][c:20]([CH2:23][N:24]3[CH2:25][CH2:26][CH2:27][CH2:28]3)[cH:21][cH:22]2)[cH:13][cH:14]1. Starting materials: OO (hydrogen peroxide), ClC=1C(C(=C(C(C1)=O)Cl)Cl)=O (trichloro-1,4-benzoquinone), ClC1=C(C(=C(C(=C1O)Cl)Cl)O)Cl (tetrachlorohydroquinone), Cl (hydrochloric acid), [Cl-].[Mg+2].[Cl-] (magnesium chloride). Yields the product C1(=C(C(=O)C(=C(C1=O)Cl)Cl)Cl)Cl (chloranil). Yield: 95.0%. RXN SMILES: OO.Cl.[Cl-].[Mg+2].[Cl-].ClC1C(=O)C(Cl)=C(Cl)C(=O)C=1.[Cl:18][C:19]1[C:24]([OH:25])=[C:23]([Cl:26])[C:22]([Cl:27])=[C:21]([OH:28])[C:20]=1[Cl:29]>>[C:19]1([Cl:18])[C:24](=[O:25])[C:23]([Cl:26])=[C:22]([Cl:27])[C:21](=[O:28])[C:20]=1[Cl:29] |f:2.3.4|. Procedure: Re 1: A very large excess of hydrochloric acid (96 times the molar quantity) is required, and a very high salt load results due to the addition of 7.4 times the molar quantity of magnesium chloride. Furthermore, the prescribed temperature/time control during the addition of hydrogen peroxide cannot be maintained because of the high heat of reaction. A repeat of this process using only 30 times the molar quantity of hydrochloric acid, 3 times the molar quantity of magnesium chloride and more suit...